Task: describe an organic reaction: reactants, conditions, products, and yield. Dataset: the Open Reaction Database (ORD), a public repository of structured organic reaction records The reactants are C1(CCCCCC1)C(C(C(=O)OCC)C1=C(C=C(C=C1F)F)F)=O (ethyl 3-cycloheptyl-3-oxo-2-(2,4,6-trifluorophenyl)propanoate), NC1=NNC=N1 (3-amino-1,2,4-triazole), C(CCC)N(CCCC)CCCC (tributylamine). Run in C(C)(=O)OCC (ethyl acetate). Conditions: temperature 160 celsius, time 2.5 hour. Product: C1(CCCCCC1)C1=C(C(=NC=2N1N=CN2)O)C2=C(C=C(C=C2F)F)F (7-cycloheptyl-6-(2,4,6-trifluorophenyl)[1,2,4]triazolo[1,5-a]pyrimidin-5-ol). The yield is 62.1%. RXN SMILES: [CH:1]1([C:8](=O)[CH:9]([C:15]2[C:20]([F:21])=[CH:19][C:18]([F:22])=[CH:17][C:16]=2[F:23])[C:10](OCC)=[O:11])[CH2:7][CH2:6][CH2:5][CH2:4][CH2:3][CH2:2]1.[NH2:25][C:26]1[N:30]=[CH:29][NH:28][N:27]=1.C(N(CCCC)CCCC)CCC>C(OCC)(=O)C>[CH:1]1([C:8]2[N:27]3[N:28]=[CH:29][N:30]=[C:26]3[N:25]=[C:10]([OH:11])[C:9]=2[C:15]2[C:20]([F:21])=[CH:19][C:18]([F:22])=[CH:17][C:16]=2[F:23])[CH2:7][CH2:6][CH2:5][CH2:4][CH2:3][CH2:2]1. Procedure: A mixture of ethyl 3-cycloheptyl-3-oxo-2-(2,4,6-trifluorophenyl)propanoate (342 mg, 1.0 mmol), 3-amino-1,2,4-triazole (84 mg, 1.0 mmol), and tributylamine (185 mg, 1.0 mmol) is stirred under nitrogen atmosphere at 160° C. for 2.5 h and cooled to room temperature. The mixture is dissolved in ethyl acetate and the organic layer is washed with 1.0 N hydrochloric acid and saturated sodium chloride, dried over magnesium sulfate, and concentrated to a solid. The solid thus obtained is washed with hexa... Starting materials: [OH-].[Na+] (NaOH), OO (H2O2), COC(C(C(=O)C1=CC(=C(C=C1)Cl)Cl)NC(C1=C(C=C(C=C1)Cl)NS(=O)(=O)C1=CC=CC=2C1=NSN2)=O)=O (2-[2-(benzo[1,2,5]thiadiazole-4-sulfonylamino)-4-chloro-benzoylamino]-3-(3,4-dichloro-phenyl)-3-oxo-propionic acid methyl ester), C(C)(CC)[BH-](C(C)CC)C(C)CC.[Li+] (lithium tri-sec-butylborohydride). Run in CCO (EtOH), O (water), C1CCOC1 (THF). Reaction conditions: temperature -78 celsius, time 1 hour. Product: COC(C(C(O)C1=CC(=C(C=C1)Cl)Cl)NC(C1=C(C=C(C=C1)Cl)NS(=O)(=O)C1=CC=CC=2C1=NSN2)=O)=O (2-[2-(benzo[1,2,5]thiadiazole-4-sulfonylamino)-4-chloro-benzoylamino]-3-(3,4-dichloro-phenyl)-3-hydroxy-propionic acid methyl ester). As a reaction SMILES: [CH3:1][O:2][C:3](=[O:38])[CH:4]([NH:15][C:16](=[O:37])[C:17]1[CH:22]=[CH:21][C:20]([Cl:23])=[CH:19][C:18]=1[NH:24][S:25]([C:28]1[C:33]2=[N:34][S:35][N:36]=[C:32]2[CH:31]=[CH:30][CH:29]=1)(=[O:27])=[O:26])[C:5]([C:7]1[CH:12]=[CH:11][C:10]([Cl:13])=[C:9]([Cl:14])[CH:8]=1)=[O:6].C([BH-](C(CC)C)C(CC)C)(CC)C.[Li+].[OH-].[Na+].OO>C1COCC1.CCO.O>[CH3:1][O:2][C:3](=[O:38])[CH:4]([NH:15][C:16](=[O:37])[C:17]1[CH:22]=[CH:21][C:20]([Cl:23])=[CH:19][C:18]=1[NH:24][S:25]([C:28]1[C:33]2=[N:34][S:35][N:36]=[C:32]2[CH:31]=[CH:30][CH:29]=1)(=[O:27])=[O:26])[CH:5]([C:7]1[CH:12]=[CH:11][C:10]([Cl:13])=[C:9]([Cl:14])[CH:8]=1)[OH:6] |f:1.2,3.4|. Procedure: A solution of 2-[2-(benzo[1,2,5]thiadiazole-4-sulfonylamino)-4-chloro-benzoylamino]-3-(3,4-dichloro-phenyl)-3-oxo-propionic acid methyl ester (35 mg, 0.057 mmol) in THF (2 mL) was cooled to −78° C. and lithium tri-sec-butylborohydride (L-Selectride; 1 M in THF, 86 μL, 0.086 mmol) was added. The mixture was stirred at −78° C. for 1 h and water (0.1 mL), EtOH (0.1 mL), 15% NaOH (0.1 mL), and 30% H2O2 (0.1 mL) were added and the solution was warmed to rt. The mixture was diluted with satd. aq. Na2S... As a reaction SMILES: [Br:1][CH2:2][CH2:3][CH2:4][CH2:5][CH2:6][CH2:7][CH2:8][C:9](=[O:10])[c:11]1[cH:12][cH:13][c:14]([Cl:17])[cH:15][cH:16]1.[CH3:20][CH2:21][OH:22].[Na+:19].[OH-:18]>>[CH2:2]([CH2:3][CH2:4][CH2:5][CH2:6][CH2:7][CH2:8][C:9](=[O:10])[c:11]1[cH:12][cH:13][c:14]([Cl:17])[cH:15][cH:16]1)[OH:18]. The reactants are O=C(CCCCCCCBr)c1ccc(Cl)cc1, CCO, [Na+], [OH-]. Yields the product O=C(CCCCCCCO)c1ccc(Cl)cc1. Starting materials: COc1ccc(NC(=O)C(C)(C)C)c(C)c1C(F)(F)F, [K+], [Na+], [OH-], [OH-], OCCO. The product is COc1ccc(N)c(C)c1C(F)(F)F. RXN SMILES: [CH3:1][O:2][c:3]1[c:4]([C:17]([F:18])([F:19])[F:20])[c:5]([CH3:16])[c:6]([NH:9][C:10](=[O:11])[C:12]([CH3:13])([CH3:14])[CH3:15])[cH:7][cH:8]1.[K+:22].[Na+:24].[OH-:21].[OH-:23].[OH:25][CH2:26][CH2:27][OH:28]>>[CH3:1][O:2][c:3]1[c:4]([C:17]([F:18])([F:19])[F:20])[c:5]([CH3:16])[c:6]([NH2:9])[cH:7][cH:8]1. The reactants are COC=1C=C2C[C@H](N(CC2=CC1OC)C(=O)OC(C)(C)C)C(=O)O ((S)-1,2,3,4-tetrahydro-6,7-dimethoxy-2-(tert-butyloxycarbonyl)-3-isoquinolinecarboxylic Acid), Cl (HCl). Solvent: CO (methanol). Run at temperature 60 celsius, time 2 hour. Product: Cl.COC=1C=C2C[C@H](NCC2=CC1OC)C(=O)O ((S)-1,2,3,4-tetrahydro-6,7-dimethoxy-3-isoquinolinecarboxylic acid hydrochloride). The yield is 90.3%. RXN SMILES: [CH3:1][O:2][C:3]1[CH:4]=[C:5]2[C:10](=[CH:11][C:12]=1[O:13][CH3:14])[CH2:9][N:8](C(OC(C)(C)C)=O)[C@H:7]([C:22]([OH:24])=[O:23])[CH2:6]2.[ClH:25]>CO>[ClH:25].[CH3:1][O:2][C:3]1[CH:4]=[C:5]2[C:10](=[CH:11][C:12]=1[O:13][CH3:14])[CH2:9][NH:8][C@H:7]([C:22]([OH:24])=[O:23])[CH2:6]2 |f:3.4|. Reported procedure: To a solution of (S)-1,2,3,4-tetrahydro-6,7-dimethoxy-2-(tert-butyloxycarbonyl)-3-isoquinolinecarboxylic acid (example 3) (60 g, 0.17 mol) in methanol (300 mL) was added 3 N aqueous HCl (240 mL, 0.72 mol). The mixture was heated to 60° C. and stirred at 60° C. for 2 hrs. The clear reaction solution was evaporated under vacuum to 200 mL. The resulting white suspension was then cooled to 0-5° C. and stirred at 0-5° C., filtered, and rinsed with cold water (2×35 mL). The solid was dried under vacuu... Starting materials: O=C([O-])O, [BH3-]C#N, CO, COc1ccc2c(c1)C(C)=NCC2, [Na+], [Na+]. Yields the product COc1ccc2c(c1)C(C)NCC2. Reaction SMILES: [C:18](=[O:19])([OH:20])[O-:21].[C:1]([BH3-:2])#[N:3].[CH3:23][OH:24].[CH3:5][O:6][c:7]1[cH:8][cH:9][c:10]2[c:15]([cH:16]1)[C:14]([CH3:17])=[N:13][CH2:12][CH2:11]2.[Na+:22].[Na+:4]>>[CH3:5][O:6][c:7]1[cH:8][cH:9][c:10]2[c:15]([cH:16]1)[CH:14]([CH3:17])[NH:13][CH2:12][CH2:11]2.